Task: describe an organic reaction: reactants, conditions, products, and yield. Dataset: the Open Reaction Database (ORD), a public repository of structured organic reaction records The reactants are C(Cl)Cl (DCM), CO.C(Cl)Cl (MeOH DCM), C(#C)C1=CC=C(N)C=C1 (4-ethynylaniline), C1(=CC(=CC=C1)N=C=O)C (m-tolyl isocyanate). Solvent: CCOC(=O)C (EtOAc), C1CCOC1 (THF), C(C)(=O)OCC (ethyl acetate). The product is C(#C)C1=CC=C(C=C1)NC(=O)NC1=CC(=CC=C1)C (1-(4-ethynylphenyl)-3-(3-methylphenyl)urea). RXN SMILES: [C:1]([C:3]1[CH:9]=[CH:8][C:6]([NH2:7])=[CH:5][CH:4]=1)#[CH:2].[C:10]1([CH3:19])[CH:15]=[CH:14][CH:13]=[C:12]([N:16]=[C:17]=[O:18])[CH:11]=1.C(Cl)Cl.CO.C(Cl)Cl>C1COCC1.C(OCC)(=O)C>[C:1]([C:3]1[CH:9]=[CH:8][C:6]([NH:7][C:17]([NH:16][C:12]2[CH:13]=[CH:14][CH:15]=[C:10]([CH3:19])[CH:11]=2)=[O:18])=[CH:5][CH:4]=1)#[CH:2] |f:3.4|. Procedure details: A solution of 4-ethynylaniline (1.308 g, 11.18 mmol, 1 eq) and m-tolyl isocyanate (1.684 mL, 1.2 eq) in anhydrous THF (20 mL) was stirred under nitrogen atmosphere at room temperature for three hours. The yellow solution was diluted with ethyl acetate, washed sequentially with aqueous ammonium chloride, saturated aqueous sodium bicarbonate, brine, and lastly dried with anhydrous sodium sulfate. The clear solution was decanted, concentrated under reduced pressure to a lesser amount, and an off-wh...